Task: describe an organic reaction: reactants, conditions, products, and yield. Dataset: the Open Reaction Database (ORD), a public repository of structured organic reaction records The reactants are ClC1=CC2=C(C(=N1)O[C@H](C)[C@@H]1CC(NC1)=O)N(C=N2)C ((R)-4-((R)-1-(6-chloro-3-methyl-3H-imidazo[4,5-c]pyridin-4-yloxy)ethyl)pyrrolidin-2-one), C(#N)C1=C(C=C(C=C1)B(O)O)OC (4-cyano-3-methoxyphenylboronic acid). Solvent: C(C1=CC=CC=C1)#N (benzonitrile). The product is COC1=C(C#N)C=CC(=C1)C1=CC2=C(C(=N1)O[C@H](C)[C@H]1CNC(C1)=O)N(C=N2)C (2-methoxy-4-(3-methyl-4-((R)-1-((R)-5-oxopyrrolidin-3-yl)ethoxy)-3H-imidazo[4,5-c]pyridin-6-yl)benzonitrile). Reaction SMILES: Cl[C:2]1[N:7]=[C:6]([O:8][C@@H:9]([C@H:11]2[CH2:15][NH:14][C:13](=[O:16])[CH2:12]2)[CH3:10])[C:5]2[N:17]([CH3:20])[CH:18]=[N:19][C:4]=2[CH:3]=1.[C:21]([C:23]1[CH:28]=[CH:27][C:26](B(O)O)=[CH:25][C:24]=1[O:32][CH3:33])#[N:22]>C(#N)C1C=CC=CC=1>[CH3:33][O:32][C:24]1[CH:25]=[C:26]([C:2]2[N:7]=[C:6]([O:8][C@@H:9]([C@@H:11]3[CH2:12][C:13](=[O:16])[NH:14][CH2:15]3)[CH3:10])[C:5]3[N:17]([CH3:20])[CH:18]=[N:19][C:4]=3[CH:3]=2)[CH:27]=[CH:28][C:23]=1[C:21]#[N:22]. Procedure: Following General Procedure B, beginning with (R)-4-((R)-1-(6-chloro-3-methyl-3H-imidazo[4,5-c]pyridin-4-yloxy)ethyl)pyrrolidin-2-one 2.06 (41 mg, 0.139 mmol) and 4-cyano-3-methoxyphenylboronic acid (31 mg, 0.18 mmol), 2-methoxy-4-(3-methyl-4-((R)-14(R)-5-oxopyrrolidin-3-yl)ethoxy)-3H-imidazo[4,5-c]pyridin-6-yl)benzonitrile 3B.14 was synthesized. Starting materials: COC(=O)CBr, O=C([O-])[O-], CN(C)C=O, CC(=O)Nc1cc(Oc2ccccc2O)c([N+](=O)[O-])cc1F, [K+], [K+], O. Product: COC(=O)COc1ccccc1Oc1cc(NC(C)=O)c(F)cc1[N+](=O)[O-]. Reaction SMILES: [Br:29][CH2:30][C:31](=[O:32])[O:33][CH3:34].[C:23](=[O:24])([O-:25])[O-:26].[CH3:36][N:37]([CH3:38])[CH:39]=[O:40].[F:1][c:2]1[c:3]([NH:19][C:20]([CH3:21])=[O:22])[cH:4][c:5]([O:11][c:12]2[c:13]([OH:18])[cH:14][cH:15][cH:16][cH:17]2)[c:6]([N+:8](=[O:9])[O-:10])[cH:7]1.[K+:27].[K+:28].[OH2:35]>>[F:1][c:2]1[c:3]([NH:19][C:20]([CH3:21])=[O:22])[cH:4][c:5]([O:11][c:12]2[c:13]([O:18][CH2:30][C:31](=[O:32])[O:33][CH3:34])[cH:14][cH:15][cH:16][cH:17]2)[c:6]([N+:8](=[O:9])[O-:10])[cH:7]1. Starting materials: C1(=CC=CC=C1)C(N1C=NC(=C1)CCC[O-])(C1=CC=CC=C1)C1=CC=CC=C1.[Na+] (sodium 3-(1-triphenylmethyl-1H-imidazol-4-yl)propanolate), [Cl-].C1=C(C=CC2=CC=CC=C12)C (2-naphthylmethane chloride). Product: C1=C(C=CC2=CC=CC=C12)COCCCC=1N=CNC1 (3-(1H-Imidazol-4-yl)propyl 2-naphthylmethyl ether). Reaction SMILES: C1(C(C2C=CC=CC=2)(C2C=CC=CC=2)[N:8]2[CH:12]=[C:11]([CH2:13][CH2:14][CH2:15][O-:16])[N:10]=[CH:9]2)C=CC=CC=1.[Na+].[Cl-].[CH:31]1[C:40]2[C:35](=[CH:36][CH:37]=[CH:38][CH:39]=2)[CH:34]=[CH:33][C:32]=1[CH3:41]>>[CH:31]1[C:40]2[C:35](=[CH:36][CH:37]=[CH:38][CH:39]=2)[CH:34]=[CH:33][C:32]=1[CH2:41][O:16][CH2:15][CH2:14][CH2:13][C:11]1[N:10]=[CH:9][NH:8][CH:12]=1 |f:0.1,2.3|. Procedure details: 5 mmol of sodium 3-(1-triphenylmethyl-1H-imidazol-4-yl)propanolate and 5 mmol of 2-naphthylmethane chloride are treated as described in Example 5. Product: C(C)(C)(C)OC(=O)N1CCN(CC1)C1=NC=2N(C(N(C(C2N1CC#CC)=O)COC(C(C)(C)C)=O)=O)CCOCC (4-[7-(2-butynyl)-1-(2,2-dimethylpropionyloxymethyl)-3-(2-ethoxyethyl)-2,6-dioxo-2,3,6,7-tetrahydro-1H-purin-8-yl]piperazine-1-carboxylic acid tert-butyl ester). Procedure: 4-[7-(2-Butynyl)-1-(2,2-dimethylpropionyloxymethyl)-2,6-dioxo-2,3,6,7-tetrahydro-1H-purin-8-yl]piperazine-1-carboxylic acid tert-butyl ester (50 mg) and potassium carbonate (15 mg) were dissolved in N,N-dimethylformamide (1.2 ml), and 2-bromoethylethyl ether (12 μl) was added to the solution. The mixture was stirred at 60° C. for 2 hours, diluted with ethyl acetate, washed with water, and dried over anhydrous magnesium sulfate. After the organic layer was concentrated by distillation, the residu... Run at temperature 60 celsius, time 2 hour. Run in C(C)(=O)OCC (ethyl acetate), CN(C=O)C (N,N-dimethylformamide). As a reaction SMILES: [C:1]([O:5][C:6]([N:8]1[CH2:13][CH2:12][N:11]([C:14]2[N:22]([CH2:23][C:24]#[C:25][CH3:26])[C:21]3[C:20](=[O:27])[N:19]([CH2:28][O:29][C:30](=[O:35])[C:31]([CH3:34])([CH3:33])[CH3:32])[C:18](=[O:36])[NH:17][C:16]=3[N:15]=2)[CH2:10][CH2:9]1)=[O:7])([CH3:4])([CH3:3])[CH3:2].C(=O)([O-])[O-].[K+].[K+].Br[CH2:44][CH2:45][O:46][CH2:47][CH3:48]>CN(C)C=O.C(OCC)(=O)C>[C:1]([O:5][C:6]([N:8]1[CH2:13][CH2:12][N:11]([C:14]2[N:22]([CH2:23][C:24]#[C:25][CH3:26])[C:21]3[C:20](=[O:27])[N:19]([CH2:28][O:29][C:30](=[O:35])[C:31]([CH3:34])([CH3:33])[CH3:32])[C:18](=[O:36])[N:17]([CH2:44][CH2:45][O:46][CH2:47][CH3:48])[C:16]=3[N:15]=2)[CH2:10][CH2:9]1)=[O:7])([CH3:2])([CH3:4])[CH3:3] |f:1.2.3|. The reactants are C(C)(C)(C)OC(=O)N1CCN(CC1)C1=NC=2NC(N(C(C2N1CC#CC)=O)COC(C(C)(C)C)=O)=O (4-[7-(2-Butynyl)-1-(2,2-dimethylpropionyloxymethyl)-2,6-dioxo-2,3,6,7-tetrahydro-1H-purin-8-yl]piperazine-1-carboxylic acid tert-butyl ester), C([O-])([O-])=O.[K+].[K+] (potassium carbonate), BrCCOCC (2-bromoethylethyl ether). The reactants are COC(=O)C=1CCCN2C1NC(=CC2=O)C2=NC=NC=C2 ((+/−)-4-oxo-2-pyrimidin-4-yl-1,6,7,8-tetrahydro-4H-pyrido[1,2-a]pyrimidine-9-carboxylic acid methyl ester), ClC1=CC(=C(C=C1)N)OC (4-chloro-2-methoxy-phenylamine). Solvent: C1(=CC=CC=C1)C (toluene), O (water), C(C)(=O)OCC (ethyl acetate). Product: ClC1=CC(=C(C=C1)NC(=O)C1CCCN2C1=NC(=CC2=O)C2=NC=NC=C2)OC (4-oxo-2-pyrimidin-4-yl-6,7,8,9-tetrahydro-4H-pyrido[1,2-a]pyrimidine-9-carboxylic acid N-(4-chloro-2-methoxy-phenyl)-amide). Yield: 32.2%. Reaction SMILES: CO[C:3]([C:5]1[CH2:6][CH2:7][CH2:8][N:9]2[C:14](=[O:15])[CH:13]=[C:12]([C:16]3[CH:21]=[CH:20][N:19]=[CH:18][N:17]=3)[NH:11][C:10]=12)=[O:4].[Cl:22][C:23]1[CH:28]=[CH:27][C:26]([NH2:29])=[C:25]([O:30][CH3:31])[CH:24]=1>C1(C)C=CC=CC=1.O.C(OCC)(=O)C>[Cl:22][C:23]1[CH:28]=[CH:27][C:26]([NH:29][C:3]([CH:5]2[C:10]3=[N:11][C:12]([C:16]4[CH:21]=[CH:20][N:19]=[CH:18][N:17]=4)=[CH:13][C:14](=[O:15])[N:9]3[CH2:8][CH2:7][CH2:6]2)=[O:4])=[C:25]([O:30][CH3:31])[CH:24]=1. Procedure: To a suspension of 0.150 g (0.52 mmol) of (+/−)-4-oxo-2-pyrimidin-4-yl-1,6,7,8-tetrahydro-4H-pyrido[1,2-a]pyrimidine-9-carboxylic acid methyl ester in a sealed tube in 10.00 mL of toluene was added 0.825 g (5.24 mmol) of 4-chloro-2-methoxy-phenylamine and the resulting mixture was stirred under reflux for 16 hours. The mixture was dissolved in water and ethyl acetate. The organic phases were washed with a saturated aqueous solution of sodium chloride, dried over sodium sulfate and evaporated to ...